From a dataset of the Open Reaction Database (ORD), a public repository of structured organic reaction records. describe an organic reaction: reactants, conditions, products, and yield The reactants are BrC1=C(C=CC=C1)S(=O)(=O)N[C@H](CO)C ((S)-2-bromo-N-(1-hydroxypropan-2-yl)benzenesulfonamide), NC=1C(=NC(=CN1)C1=C(C=C(C=C1)B1OC(C(O1)(C)C)(C)C)F)C#N (3-amino-6-(2-fluoro-4-(4,4,5,5-tetramethyl-1,3,2-dioxaborolan-2-yl)phenyl)pyrazine-2-carbonitrile). Yields the product NC=1N=CC(=NC1C#N)C1=C(C=C(C=C1)C=1C(=CC=CC1)S(=O)(=O)N[C@H](CO)C)F (4′-(5-Amino-6-cyanopyrazin-2-yl)-3′-fluoro-N-[(1S)-2-hydroxy-1-methylethyl]biphenyl-2-sulfonamide). Reaction SMILES: Br[C:2]1[CH:7]=[CH:6][CH:5]=[CH:4][C:3]=1[S:8]([NH:11][C@@H:12]([CH3:15])[CH2:13][OH:14])(=[O:10])=[O:9].[NH2:16][C:17]1[C:18]([C:39]#[N:40])=[N:19][C:20]([C:23]2[CH:28]=[CH:27][C:26](B3OC(C)(C)C(C)(C)O3)=[CH:25][C:24]=2[F:38])=[CH:21][N:22]=1>>[NH2:16][C:17]1[N:22]=[CH:21][C:20]([C:23]2[CH:28]=[CH:27][C:26]([C:2]3[C:3]([S:8]([NH:11][C@@H:12]([CH3:15])[CH2:13][OH:14])(=[O:10])=[O:9])=[CH:4][CH:5]=[CH:6][CH:7]=3)=[CH:25][C:24]=2[F:38])=[N:19][C:18]=1[C:39]#[N:40]. Procedure details: The title compound was prepared in manner similar to that described in Example 88 using (S)-2-bromo-N-(1-hydroxypropan-2-yl)benzenesulfonamide and 3-amino-6-(2-fluoro-4-(4,4,5,5-tetramethyl-1,3,2-dioxaborolan-2-yl)phenyl)pyrazine-2-carbonitrile. MS (ESI): mass calcd. for C20H18FN5O3S, 427.11; m/z found, 428.1 [M+H]+. 1H NMR (500 MHz, CDCl3) δ 8.78 (d, J=1.6, 1H), 8.18 (dd, J=7.9, 1.4, 1H), 8.01 (m, 1H), 7.63 (m, 1H), 7.56 (m, 1H), 7.40-7.32 (m, 3H), 5.43 (s, 2H), 4.46-4.36 (m, 1H), 3.55-3.46 (m,... The reactants are [Si](C)(C)(C(C)(C)C)O[C@H]1CC(O[C@@H](C1)C(O)O)=O ((4R,6S)-4-(tert-butyldimethylsilyloxy)-6-(dihydroxymethyl)-tetrahydropyran-2-one), C=1(C(=CC=CC1)S(=O)(=O)O)C (toluenesulfonic acid), C(OC)(OC)OC (trimethyl orthoformate), C(=O)(O)[O-].[Na+] (NaHCO3). Procedure details: To a solution of 1.0 g of (4R,6S)-4-(tert-butyldimethylsilyloxy)-6-(dihydroxymethyl)-tetrahydropyran-2-one (V′) in 100 mL of dichloromethane, 50 mg of toluenesulfonic acid and 4.5 mL of trimethyl orthoformate are added. After 2 hours of stirring at 25° C., 0.2 g of NaHCO3 is added and dichloromethane is distilled off. The residue is flash chromatographed (MTBE/hexane 1/1) and the solvents are distilled off to get the title compound. Reaction SMILES: [Si:1]([O:8][C@@H:9]1[CH2:14][C@@H:13](C(O)O)[O:12][C:11](=[O:18])[CH2:10]1)([C:4]([CH3:7])([CH3:6])[CH3:5])([CH3:3])[CH3:2].C1(C)C(S(O)(=O)=O)=CC=CC=1.[CH:30]([O:35][CH3:36])([O:33][CH3:34])OC.C([O-])(O)=O.[Na+]>ClCCl>[Si:1]([O:8][C@@H:9]1[CH2:14][C@@H:13]([CH:30]([O:33][CH3:34])[O:35][CH3:36])[O:12][C:11](=[O:18])[CH2:10]1)([C:4]([CH3:7])([CH3:6])[CH3:5])([CH3:3])[CH3:2] |f:3.4|. Product: [Si](C)(C)(C(C)(C)C)O[C@H]1CC(O[C@@H](C1)C(OC)OC)=O ((4R,6S)-4-(tert-butyldimethylsilyloxy)-6-(dimethoxymethyl)tetrahydro-2H-pyran-2-one). Conditions: temperature 25 celsius, time 2 hour. Run in ClCCl (dichloromethane). The reactants are NCCC=1C(=C(N(C1)COCC[Si](C)(C)C)C)C(=O)OCC (ethyl 4-(2-aminoethyl)-2-methyl-1-((2-(trimethylsilyl)ethoxy)methyl)-1H-pyrrole-3-carboxylate), O.[OH-].[Li+] (lithium hydroxide monohydrate). Solvent: C(C)O (ethanol), O (water), O (water). Reaction conditions: temperature 120 celsius. Product: CC=1N(C=C2C1C(NCC2)=O)COCC[Si](C)(C)C (3-methyl-2-((2-(trimethylsilyl)ethoxy)methyl)-6,7-dihydro-2H-pyrrolo[3,4-c]pyridin-4(5H)-one). Reaction SMILES: [NH2:1][CH2:2][CH2:3][C:4]1[C:5]([C:18]([O:20]CC)=O)=[C:6]([CH3:17])[N:7]([CH2:9][O:10][CH2:11][CH2:12][Si:13]([CH3:16])([CH3:15])[CH3:14])[CH:8]=1.O.[OH-].[Li+]>C(O)C.O>[CH3:17][C:6]1[N:7]([CH2:9][O:10][CH2:11][CH2:12][Si:13]([CH3:16])([CH3:15])[CH3:14])[CH:8]=[C:4]2[CH2:3][CH2:2][NH:1][C:18](=[O:20])[C:5]=12 |f:1.2.3|. Procedure details: A solution of Example 93e (3.36 g, 10.29 mmol) and lithium hydroxide monohydrate (3.17 g, 76 mmol) in ethanol (47.5 mL) and water (2.5 mL) was added to 100 mL microwave reaction vessel with stir bar. The mixture was heated at 120° C. for 30 minutes in a Ethos Microsynth multimode microwave reactor (Milestone Inc.), then cooled to ambient temperature. The reaction mixture was added to 200 mL water and stirred for 15 minutes. The mixture extracted with 3×200 mL 10% methanol/dichloromethane and the... Starting materials: COc1ccc(C2(CCS(C)(=O)=O)CCN(C(=O)c3cc(OC)c(OC)c(OC)c3)C2)cc1OC, CC#N, CCOC(C)=O, CCN(C(C)C)C(C)C, O=C(c1nc2ccccc2[nH]1)C1CCNCC1. Yields the product COc1ccc(C2(CCN3CCC(C(=O)c4nc5ccccc5[nH]4)CC3)CCN(C(=O)c3cc(OC)c(OC)c(OC)c3)C2)cc1OC. RXN SMILES: [CH3:1][O:2][c:3]1[cH:4][c:5]([C:6](=[O:7])[N:8]2[CH2:9][C:10]([CH2:13][CH2:14][S:15]([CH3:16])(=[O:17])=[O:18])([c:19]3[cH:20][c:21]([O:27][CH3:28])[c:22]([O:25][CH3:26])[cH:23][cH:24]3)[CH2:11][CH2:12]2)[cH:29][c:30]([O:34][CH3:35])[c:31]1[O:32][CH3:33].[CH3:62][C:63]#[N:64].[CH3:65][CH2:66][O:67][C:68](=[O:69])[CH3:70].[CH:53]([N:54]([CH:55]([CH3:56])[CH3:57])[CH2:58][CH3:59])([CH3:60])[CH3:61].[nH:36]1[c:37]([C:45](=[O:46])[CH:47]2[CH2:48][CH2:49][NH:50][CH2:51][CH2:52]2)[n:38][c:39]2[c:40]1[cH:41][cH:42][cH:43][cH:44]2>>[CH3:1][O:2][c:3]1[cH:4][c:5]([C:6](=[O:7])[N:8]2[CH2:9][C:10]([CH2:13][CH2:14][N:50]3[CH2:49][CH2:48][CH:47]([C:45]([c:37]4[nH:36][c:40]5[c:39]([n:38]4)[cH:44][cH:43][cH:42][cH:41]5)=[O:46])[CH2:52][CH2:51]3)([c:19]3[cH:20][c:21]([O:27][CH3:28])[c:22]([O:25][CH3:26])[cH:23][cH:24]3)[CH2:11][CH2:12]2)[cH:29][c:30]([O:34][CH3:35])[c:31]1[O:32][CH3:33].